From a dataset of the Open Reaction Database (ORD), a public repository of structured organic reaction records. describe an organic reaction: reactants, conditions, products, and yield Reactants: C=CC#N, NC(=O)SCc1csc(=O)[nH]1, CCO, CC(=O)O, [Na+], [OH-], O. The product is N#CCCSCc1csc(=O)[nH]1. Reaction SMILES: [C:17]([CH:18]=[CH2:19])#[N:20].[C:3](=[O:4])([NH2:5])[S:6][CH2:7][c:8]1[nH:9][c:10](=[O:13])[s:11][cH:12]1.[CH3:14][CH2:15][OH:16].[CH3:22][C:23](=[O:24])[OH:25].[Na+:2].[OH-:1].[OH2:21]>>[CH2:3]([S:6][CH2:7][c:8]1[nH:9][c:10](=[O:13])[s:11][cH:12]1)[CH2:18][C:17]#[N:20]. Starting materials: ClC1=C(C=CC=C1)C=1N=CN(C1C1=C(C=CC=C1)Cl)CCCCCCCC(=O)OCC (4,5-Bis(2-chlorophenyl)-1-(7-ethoxycarbonylheptyl)-imidazole), [OH-].[Na+] (sodium hydroxide). Yields the product C(=O)(O)CCCCCCCN1C=NC(=C1C1=C(C=CC=C1)Cl)C1=C(C=CC=C1)Cl (1-(7-carboxyheptyl)-4,5-bis-(2-chlorophenyl)imidazole). Isolated yield 66.6%. RXN SMILES: [Cl:1][C:2]1[CH:7]=[CH:6][CH:5]=[CH:4][C:3]=1[C:8]1[N:9]=[CH:10][N:11]([CH2:20][CH2:21][CH2:22][CH2:23][CH2:24][CH2:25][CH2:26][C:27]([O:29]CC)=[O:28])[C:12]=1[C:13]1[CH:18]=[CH:17][CH:16]=[CH:15][C:14]=1[Cl:19].[OH-].[Na+]>>[C:27]([CH2:26][CH2:25][CH2:24][CH2:23][CH2:22][CH2:21][CH2:20][N:11]1[C:12]([C:13]2[CH:18]=[CH:17][CH:16]=[CH:15][C:14]=2[Cl:19])=[C:8]([C:3]2[CH:4]=[CH:5][CH:6]=[CH:7][C:2]=2[Cl:1])[N:9]=[CH:10]1)([OH:29])=[O:28] |f:1.2|. Reported procedure: 4,5-Bis(2-chlorophenyl)-1-(7-ethoxycarbonylheptyl)-imidazole (0.4 g) was reacted with 2N sodium hydroxide in a method similar to Example 10. Work-up and chromatography on silica gel eluted with a dichloromethane:methanol gradient followed by recrystallisation from dichloro-methane and hexane gave 1-(7-carboxyheptyl)-4,5-bis-(2-chlorophenyl)imidazole (0.25 g, 67%) as a white solid, m.p. 145°-6°.